From a dataset of the Open Reaction Database (ORD), a public repository of structured organic reaction records. describe an organic reaction: reactants, conditions, products, and yield Reactants: O=C(Nc1cccc2cnccc12)C(Cl)(Cl)Cl, NCc1ccc(N2CCCCCC2)cc1, Nc1cc2c(NC(=O)C(Cl)(Cl)Cl)cccc2cn1. The product is Nc1cc2c(NC(=O)NCc3ccc(N4CCCCCC4)cc3)cccc2cn1. Reaction SMILES: [Cl:34][C:35]([Cl:36])([Cl:37])[C:38]([NH:39][c:40]1[cH:41][cH:42][cH:43][c:44]2[c:45]1[cH:46][cH:47][n:48][cH:49]2)=[O:50].[N:1]1([c:8]2[cH:9][cH:10][c:11]([CH2:12][NH2:13])[cH:14][cH:15]2)[CH2:2][CH2:3][CH2:4][CH2:5][CH2:6][CH2:7]1.[NH2:16][c:17]1[n:18][cH:19][c:20]2[cH:21][cH:22][cH:23][c:24]([NH:27][C:28]([C:29]([Cl:30])([Cl:31])[Cl:32])=[O:33])[c:25]2[cH:26]1>>[N:1]1([c:8]2[cH:9][cH:10][c:11]([CH2:12][NH:13][C:28]([NH:27][c:24]3[cH:23][cH:22][cH:21][c:20]4[cH:19][n:18][c:17]([NH2:16])[cH:26][c:25]43)=[O:33])[cH:14][cH:15]2)[CH2:2][CH2:3][CH2:4][CH2:5][CH2:6][CH2:7]1.